This data is from the Open Reaction Database (ORD), a public repository of structured organic reaction records. The task is: describe an organic reaction: reactants, conditions, products, and yield Starting materials: CN, CCO, Cc1ccc(C(=O)c2ccccc2F)n1N1C(=O)c2ccccc2C1=O, O. The product is Cc1ccc(C(=O)c2ccccc2F)n1N. RXN SMILES: [CH3:27][NH2:28].[CH3:29][CH2:30][OH:31].[F:1][c:2]1[c:3]([C:4](=[O:5])[c:6]2[n:7]([N:12]3[C:13](=[O:14])[c:15]4[cH:16][cH:17][cH:18][cH:19][c:20]4[C:21]3=[O:22])[c:8]([CH3:11])[cH:9][cH:10]2)[cH:23][cH:24][cH:25][cH:26]1.[OH2:32]>>[F:1][c:2]1[c:3]([C:4](=[O:5])[c:6]2[n:7]([NH2:12])[c:8]([CH3:11])[cH:9][cH:10]2)[cH:23][cH:24][cH:25][cH:26]1. Procedure details: N-({(5 S)-2-oxo-3-[4-(3-oxomorpholin-4-yl)phenyl]-1,3-oxazolidin-5-yl}methyl)formamide (1 g) taken in a dichloromethane(10 ml) and stirred reaction mass at 25 to 30° C. for 30 minutes. To this mixture added solution of 4-nitrophenyl-5-chlorothiophene-2-carboxylate (1.06 g) in a dichloromethane (10 ml) and sodium hydroxide (0.38 g) in water (5 ml) simultaneously through addition funnel. Obtained reaction mass then stirred for 1 to 2 h at 25 to 30° C. After completion of reaction, Separated organi... Reaction SMILES: [O:1]=[C:2]1[N:6]([C:7]2[CH:12]=[CH:11][C:10]([N:13]3[CH2:18][CH2:17][O:16][CH2:15][C:14]3=[O:19])=[CH:9][CH:8]=2)[CH2:5][C@H:4]([CH2:20][NH:21][CH:22]=[O:23])[O:3]1.ClCCl.[N+](C1C=CC([C:36]2[CH:40]=[C:39]([Cl:41])[S:38][C:37]=2C([O-])=O)=CC=1)([O-])=O.[OH-].[Na+]>O.CO.C(O)(=O)C>[CH:11]1[C:10]([N:13]2[C:14](=[O:19])[CH2:15][O:16][CH2:17][CH2:18]2)=[CH:9][CH:8]=[C:7]([N:6]2[C:2](=[O:1])[O:3][C@@H:4]([CH2:20][NH:21][C:22]([C:37]3[S:38][C:39]([Cl:41])=[CH:40][CH:36]=3)=[O:23])[CH2:5]2)[CH:12]=1 |f:3.4|. Reactants: O=C1O[C@H](CN1C1=CC=C(C=C1)N1C(COCC1)=O)CNC=O (N-({(5 S)-2-oxo-3-[4-(3-oxomorpholin-4-yl)phenyl]-1,3-oxazolidin-5-yl}methyl)formamide), ClCCl (dichloromethane), [N+](=O)([O-])C1=CC=C(C=C1)C1=C(SC(=C1)Cl)C(=O)[O-] (4-nitrophenyl-5-chlorothiophene-2-carboxylate), ClCCl (dichloromethane), [OH-].[Na+] (sodium hydroxide). Yields the product C1=CC(=CC=C1N2CCOCC2=O)N3C[C@@H](OC3=O)CNC(=O)C4=CC=C(S4)Cl (Rivaroxaban). The solvent is CO (methanol), C(C)(=O)O (acetic acid), O (water). The reactants are [BH4-], CO, COC(=O)C(Oc1nc(C)cc(C=O)n1)C(OC)(c1ccccc1)c1ccccc1, [Na+]. Yields the product COC(=O)C(Oc1nc(C)cc(CO)n1)C(OC)(c1ccccc1)c1ccccc1. RXN SMILES: [BH4-:31].[CH3:33][OH:34].[CH:1](=[O:2])[c:3]1[n:4][c:5]([O:10][CH:11]([C:12](=[O:13])[O:14][CH3:15])[C:16]([c:17]2[cH:18][cH:19][cH:20][cH:21][cH:22]2)([c:23]2[cH:24][cH:25][cH:26][cH:27][cH:28]2)[O:29][CH3:30])[n:6][c:7]([CH3:9])[cH:8]1.[Na+:32]>>[CH2:1]([OH:2])[c:3]1[n:4][c:5]([O:10][CH:11]([C:12](=[O:13])[O:14][CH3:15])[C:16]([c:17]2[cH:18][cH:19][cH:20][cH:21][cH:22]2)([c:23]2[cH:24][cH:25][cH:26][cH:27][cH:28]2)[O:29][CH3:30])[n:6][c:7]([CH3:9])[cH:8]1. The reactants are FC1=C(C=CC=C1F)C(C)=O (2',3'-difluoroacetophenone), CN (methylamine), Cl (hydrochloric acid). The reagents and catalysts are [Cu] (copper). Run in industrial methylated spirit, [OH-].[Na+] (sodium hydroxide). Run at time 8 hour. Product: FC=1C(=C(C=CC1)C(C)=O)NC (3'-fluoro-2'-(methylamino)acetophenone). RXN SMILES: F[C:2]1[C:7]([F:8])=[CH:6][CH:5]=[CH:4][C:3]=1[C:9](=[O:11])[CH3:10].[CH3:12][NH2:13].Cl>[Cu].[OH-].[Na+]>[F:8][C:7]1[C:2]([NH:13][CH3:12])=[C:3]([C:9](=[O:11])[CH3:10])[CH:4]=[CH:5][CH:6]=1 |f:4.5|. Procedure details: A mixture of 2',3'-difluoroacetophenone (30 g), methylamine (33% w/w solution in industrial methylated spirit, 46.5 ml), industrial methylated spirit (20 ml) and copper powder (1 g) was stirred in a sealed pressure vessel overnight at 100°. The reaction mixture was allowed to cool to ambient temperature and the mixture washed out of the vessel with industrial methylated spirit (2×30 ml). A solution of sodium sulphide nonahydrate (3.7 g) in water (39 ml) was added and the mixture heated at 50° fo... Starting materials: [N+](=O)([O-])C1=CC=C(OCC(C(C(C)C)OC2=CC=C(C=C2)[N+](=O)[O-])(C)C)C=C1 (1,3-bis-(4-nitrophenoxy)-2,2,4-trimethyl-pentane). The reagents and catalysts are [Ni] (Raney nickel). Solvent: CN(C)C=O (DMF). Yields the product NC1=CC=C(OCC(C(C(C)C)OC2=CC=C(C=C2)N)(C)C)C=C1 (1,3-bis-(4-aminophenoxy)-2,2,4-trimethylpentane). As a reaction SMILES: [N+:1]([C:4]1[CH:28]=[CH:27][C:7]([O:8][CH2:9][C:10]([CH3:26])([CH3:25])[CH:11]([O:15][C:16]2[CH:21]=[CH:20][C:19]([N+:22]([O-])=O)=[CH:18][CH:17]=2)[CH:12]([CH3:14])[CH3:13])=[CH:6][CH:5]=1)([O-])=O>CN(C=O)C.[Ni]>[NH2:1][C:4]1[CH:5]=[CH:6][C:7]([O:8][CH2:9][C:10]([CH3:26])([CH3:25])[CH:11]([O:15][C:16]2[CH:17]=[CH:18][C:19]([NH2:22])=[CH:20][CH:21]=2)[CH:12]([CH3:14])[CH3:13])=[CH:27][CH:28]=1. Procedure: 250 g 1,3-bis-(4-nitrophenoxy)-2,2,4-trimethyl-pentane were hydrogenated as in Example 10 in 1300 ml DMF in the presence of 39 g Raney nickel. The reactants are CC(=O)O, C1CCNCC1, ClCCl, [N-]=[N+]=NC1CCCc2cc(C=O)ccc21. The product is [N-]=[N+]=NC1CCCc2cc(CN3CCCCC3)ccc21. RXN SMILES: [C:25]([OH:26])(=[O:27])[CH3:28].[CH2:16]1[CH2:17][CH2:18][NH:19][CH2:20][CH2:21]1.[Cl:22][CH2:23][Cl:24].[N:1](=[N+:2]=[N-:3])[CH:4]1[c:5]2[cH:6][cH:7][c:8]([CH:14]=[O:15])[cH:9][c:10]2[CH2:11][CH2:12][CH2:13]1>>[N:1](=[N+:2]=[N-:3])[CH:4]1[c:5]2[cH:6][cH:7][c:8]([CH2:14][N:19]3[CH2:18][CH2:17][CH2:16][CH2:21][CH2:20]3)[cH:9][c:10]2[CH2:11][CH2:12][CH2:13]1. As a reaction SMILES: [Cl:1][c:2]1[c:3]([F:23])[c:4]([NH:5][c:6]2[n:7][cH:8][n:9][c:10]3[cH:11][c:12]([O:18][CH3:19])[c:13]([CH:16]=[O:17])[cH:14][c:15]23)[cH:20][cH:21][cH:22]1.[NH2:24][C:25]1([C:38](=[O:39])[OH:40])[CH2:26][N:27]([C:31](=[O:32])[O:33][C:34]([CH3:35])([CH3:36])[CH3:37])[CH2:28][CH2:29][CH2:30]1>>[Cl:1][c:2]1[c:3]([F:23])[c:4]([NH:5][c:6]2[n:7][cH:8][n:9][c:10]3[cH:11][c:12]([O:18][CH3:19])[c:13]([CH2:16][NH:24][C:25]4([C:38](=[O:39])[OH:40])[CH2:26][N:27]([C:31](=[O:32])[O:33][C:34]([CH3:35])([CH3:36])[CH3:37])[CH2:28][CH2:29][CH2:30]4)[cH:14][c:15]23)[cH:20][cH:21][cH:22]1. Yields the product COc1cc2ncnc(Nc3cccc(Cl)c3F)c2cc1CNC1(C(=O)O)CCCN(C(=O)OC(C)(C)C)C1. Starting materials: COc1cc2ncnc(Nc3cccc(Cl)c3F)c2cc1C=O, CC(C)(C)OC(=O)N1CCCC(N)(C(=O)O)C1. Starting materials: ClC1=NC=CC(=N1)C=1C(=NN2C1C=CC=C2)C=2C=C(C=CC2)NC(C2=C(C=CC=C2F)F)=O (N-{3-[3-(2-chloro-4-pyrimidinyl)pyrazolo[1,5-a]pyridin-2-yl]phenyl}-2,6-difluorobenzamide), CN(C)C=O (DMF), N1N=NC2=C1C=CC(=C2)N (1H-1,2,3-benzotriazol-5-amine), Cl (HCl). The solvent is CCO (EtOH). Run at temperature 80 celsius. Product: N1N=NC2=C1C=CC(=C2)NC2=NC=CC(=N2)C=2C(=NN1C2C=CC=C1)C=1C=C(C=CC1)NC(C1=C(C=CC=C1F)F)=O (N-(3-{3-[2-(1H-1,2,3-benzotriazol-5-ylamino)-4-pyrimidinyl]pyrazolo[1,5-a]pyridin-2-yl}phenyl)-2,6-difluorobenzamide). The yield is 74.5%. As a reaction SMILES: Cl[C:2]1[N:7]=[C:6]([C:8]2[C:9]([C:17]3[CH:18]=[C:19]([NH:23][C:24](=[O:33])[C:25]4[C:30]([F:31])=[CH:29][CH:28]=[CH:27][C:26]=4[F:32])[CH:20]=[CH:21][CH:22]=3)=[N:10][N:11]3[CH:16]=[CH:15][CH:14]=[CH:13][C:12]=23)[CH:5]=[CH:4][N:3]=1.CN(C=O)C.[NH:39]1[C:43]2[CH:44]=[CH:45][C:46]([NH2:48])=[CH:47][C:42]=2[N:41]=[N:40]1.Cl>CCO>[NH:39]1[C:43]2[CH:44]=[CH:45][C:46]([NH:48][C:2]3[N:7]=[C:6]([C:8]4[C:9]([C:17]5[CH:18]=[C:19]([NH:23][C:24](=[O:33])[C:25]6[C:30]([F:31])=[CH:29][CH:28]=[CH:27][C:26]=6[F:32])[CH:20]=[CH:21][CH:22]=5)=[N:10][N:11]5[CH:16]=[CH:15][CH:14]=[CH:13][C:12]=45)[CH:5]=[CH:4][N:3]=3)=[CH:47][C:42]=2[N:41]=[N:40]1. Procedure details: To a slurry of N-{3-[3-(2-chloro-4-pyrimidinyl)pyrazolo[1,5-a]pyridin-2-yl]phenyl}-2,6-difluorobenzamide (103 mg, 0.223 mmol.) in 1 mL of EtOH/0.5 mL of DMF, 1H-1,2,3-benzotriazol-5-amine (32 mg, 0.245 mmol) and 5 μL of conc. HCl, the reaction contents were heated to 80° C. After heating for 18 h, the reaction mixture was cooled to rt and partitioned between DCM and sat. aq. NaHCO3. The layers were separated, extracted the aqueous layer with DCM (2×10 mL), the organic layers were pooled, dried o... The reactants are C1(=CC=CC=C1)P(C1=CC=CC=C1)C1=CC=CC=C1 (triphenylphosphine), BrBr (Br2), CN1N=C(C2=CC=CC=C12)CO ((1-Methyl-1H-indazol-3-yl) methanol), Intermediate 24. The solvent is C(C)#N (acetonitrile), C(C)#N (acetonitrile). Conditions: temperature 0 celsius, time 10 minute. The product is CN1N=C(C2=CC=CC=C12)CBr (1-Methyl-3-bromomethyl-1H-indazole). Isolated yield 40.5%. RXN SMILES: C1(P(C2C=CC=CC=2)C2C=CC=CC=2)C=CC=CC=1.[Br:20]Br.[CH3:22][N:23]1[C:31]2[C:26](=[CH:27][CH:28]=[CH:29][CH:30]=2)[C:25]([CH2:32]O)=[N:24]1>C(#N)C>[CH3:22][N:23]1[C:31]2[C:26](=[CH:27][CH:28]=[CH:29][CH:30]=2)[C:25]([CH2:32][Br:20])=[N:24]1. Procedure: To a stirring solution of 692 mg (2.64 mmol, 1.3 equiv) of triphenylphosphine in 10 mL of acetonitrile at 0° C. is added 125 μL (2.44 mmol, 1.2 equiv) of Br2. The resulting orange-yellow suspension is stirred 10 min at 0° C., then a solution of 330 mg (2.03 mmol) of (1-Methyl-1H-indazol-3-yl) methanol, prepared as in Intermediate 24, in 5 mL of acetonitrile is added over 2 min. The resulting solution is stirred 1.5 h at RT, and the solvent is removed in vacuo. Purification of the residue by sili...